This data is from the Open Reaction Database (ORD), a public repository of structured organic reaction records. The task is: describe an organic reaction: reactants, conditions, products, and yield Reactants: COc1ccc(Cn2ncc3c4c(cnc32)CNCC4)cc1, ClCCCl, O=C(Cl)Cc1ccccc1. Product: COc1ccc(Cn2ncc3c4c(cnc32)CN(C(=O)Cc2ccccc2)CC4)cc1. As a reaction SMILES: [CH3:1][O:2][c:3]1[cH:4][cH:5][c:6]([CH2:7][n:8]2[n:9][cH:10][c:11]3[c:12]2[n:13][cH:14][c:15]2[c:20]3[CH2:19][CH2:18][NH:17][CH2:16]2)[cH:21][cH:22]1.[Cl:33][CH2:34][CH2:35][Cl:36].[c:23]1([CH2:29][C:30](=[O:31])[Cl:32])[cH:24][cH:25][cH:26][cH:27][cH:28]1>>[CH3:1][O:2][c:3]1[cH:4][cH:5][c:6]([CH2:7][n:8]2[n:9][cH:10][c:11]3[c:12]2[n:13][cH:14][c:15]2[c:20]3[CH2:19][CH2:18][N:17]([C:30]([CH2:29][c:23]3[cH:24][cH:25][cH:26][cH:27][cH:28]3)=[O:31])[CH2:16]2)[cH:21][cH:22]1. Starting materials: FC=1C=CC(=C2C[C@H](COC12)N(CCC)C(CC)CC)OS(=O)(=O)C(F)(F)F ((R)-8-Fluoro-3-(N-3-pentyl-N-n-propylamino)-5-trifluoromethanesulfonyloxychroman), Cl (HCl). Solvent: CCOCC (ether), CCOCC (ether). Product: Cl.FC=1C=CC(=C2C[C@H](COC12)N(CCC)C(CC)CC)OS(=O)(=O)C(F)(F)F ((R)-8-Fluoro-3-(N-3-pentyl-N-n-propylamino)-5-trifluoromethanesulfonyloxychroman hydrochloride). Reaction SMILES: [F:1][C:2]1[CH:3]=[CH:4][C:5]([O:21][S:22]([C:25]([F:28])([F:27])[F:26])(=[O:24])=[O:23])=[C:6]2[C:11]=1[O:10][CH2:9][C@H:8]([N:12]([CH:16]([CH2:19][CH3:20])[CH2:17][CH3:18])[CH2:13][CH2:14][CH3:15])[CH2:7]2.[ClH:29]>CCOCC>[ClH:29].[F:1][C:2]1[CH:3]=[CH:4][C:5]([O:21][S:22]([C:25]([F:27])([F:26])[F:28])(=[O:23])=[O:24])=[C:6]2[C:11]=1[O:10][CH2:9][C@H:8]([N:12]([CH:16]([CH2:19][CH3:20])[CH2:17][CH3:18])[CH2:13][CH2:14][CH3:15])[CH2:7]2 |f:3.4|. Procedure: (R)-8-Fluoro-3-(N-3-pentyl-N-n-propylamino)-5-trifluoromethanesulfonyloxychroman (100 mg, 0.23 mmol) was dissolved in ether. HCl in ether was added to precipitate the HCl-salt, and gave after drying 110 mg of (R)-8-fluoro-3-(N-3-pentyl-N-n-propylamino)-5-trifluoromethanesulfonyloxychroman hydrochloride as a white powder. Mp. 45°-60° C. (sinters). The reactants are N(N)C1=NC2=C(C(=NC1)C1=C(C=CC=C1)Cl)C=CC=C2 (2-hydrazino-5-(o-chlorophenyl)-3H-1,4-benzodiazepine), C(C(=O)C)(=O)OC (methyl pyruvate). The product is ClC1=C(C=CC=C1)C1=NCC(=NC2=C1C=CC=C2)NN=C(C)C(=O)OC (5-(o-chlorophenyl)-2-[[1-(methoxycarbonyl)ethylidene]-hydrazino]-3H-1,4-benzodiazepine). Reaction SMILES: [NH:1]([C:3]1[CH2:9][N:8]=[C:7]([C:10]2[CH:15]=[CH:14][CH:13]=[CH:12][C:11]=2[Cl:16])[C:6]2[CH:17]=[CH:18][CH:19]=[CH:20][C:5]=2[N:4]=1)[NH2:2].[C:21]([O:26][CH3:27])(=[O:25])[C:22]([CH3:24])=O>>[Cl:16][C:11]1[CH:12]=[CH:13][CH:14]=[CH:15][C:10]=1[C:7]1[C:6]2[CH:17]=[CH:18][CH:19]=[CH:20][C:5]=2[N:4]=[C:3]([NH:1][N:2]=[C:22]([C:21]([O:26][CH3:27])=[O:25])[CH3:24])[CH2:9][N:8]=1. Procedure details: In the manner given in Example 1, 2-hydrazino-5-(o-chlorophenyl)-3H-1,4-benzodiazepine can be stirred with methyl pyruvate at room temperature to give 5-(o-chlorophenyl)-2-[[1-(methoxycarbonyl)ethylidene]-hydrazino]-3H-1,4-benzodiazepine. The reactants are CC1(C2=CC=CC(=C2OC=2C(=CC=CC12)P(C1=CC=CC=C1)C1=CC=CC=C1)P(C1=CC=CC=C1)C1=CC=CC=C1)C (9,9-dimethyl-4,5-bis(diphenylphosphino)xanthene), ClC1=CC(=NC(=C1)C)C (4-Chloro-2,6-dimethylpyridine), Cl.NC(CNC(OC(C)(C)C)=O)C (tert-butyl 2-aminopropylcarbamate hydrochloride), C([O-])([O-])=O.[Cs+].[Cs+] (cesium carbonate). Reagents/catalysts: C=1C=CC(=CC1)/C=C/C(=O)/C=C/C2=CC=CC=C2.C=1C=CC(=CC1)/C=C/C(=O)/C=C/C2=CC=CC=C2.C=1C=CC(=CC1)/C=C/C(=O)/C=C/C2=CC=CC=C2.[Pd].[Pd] (tris(dibenzylideneacetone)dipalladium(0)). Solvent: O1CCOCC1 (1,4-dioxane). Run at temperature 110 celsius. The product is CC1=NC(=CC(=C1)NC(CNC(OC(C)(C)C)=O)C)C (tert-Butyl N-[2-[(2,6-dimethyl-4-pyridyl)amino]propyl]carbamate). Isolated yield 120.3%. Reaction SMILES: Cl[C:2]1[CH:7]=[C:6]([CH3:8])[N:5]=[C:4]([CH3:9])[CH:3]=1.Cl.[NH2:11][CH:12]([CH3:22])[CH2:13][NH:14][C:15](=[O:21])[O:16][C:17]([CH3:20])([CH3:19])[CH3:18].C(=O)([O-])[O-].[Cs+].[Cs+].CC1(C)C2C=CC=C(P(C3C=CC=CC=3)C3C=CC=CC=3)C=2OC2C1=CC=CC=2P(C1C=CC=CC=1)C1C=CC=CC=1>C1C=CC(/C=C/C(/C=C/C2C=CC=CC=2)=O)=CC=1.C1C=CC(/C=C/C(/C=C/C2C=CC=CC=2)=O)=CC=1.C1C=CC(/C=C/C(/C=C/C2C=CC=CC=2)=O)=CC=1.[Pd].[Pd].O1CCOCC1>[CH3:8][C:6]1[CH:7]=[C:2]([NH:11][CH:12]([CH3:22])[CH2:13][NH:14][C:15](=[O:21])[O:16][C:17]([CH3:19])([CH3:18])[CH3:20])[CH:3]=[C:4]([CH3:9])[N:5]=1 |f:1.2,3.4.5,7.8.9.10.11|. Procedure: A mixture of 4-Chloro-2,6-dimethylpyridine (131 mg, 0.925 mmol), tert-butyl 2-aminopropylcarbamate hydrochloride (151 mg, 0.717 mmol), cesium carbonate (750 mg, 2.302 mmol), and anhydrous 1,4-dioxane (3 ml) was treated with tris(dibenzylideneacetone)dipalladium(0) (39 mg, 0.043 mmol) and 9,9-dimethyl-4,5-bis(diphenylphosphino)xanthene (74 mg, 0.128 mmol) under an atmosphere of argon. The mixture was heated at 110° C. for 8 hours, allowed to reach room temperature and filtered. The filter residue... Starting materials: CS(=O)(=O)O (methanesulfonic acid), C=O (formaldehyde), NC1=NC(=NC(=N1)N(C)C)OC (2-amino-4-dimethylamino-6-methoxy-1,3,5-triazine), C1(=CC=CC(=C1)S(=O)O)C (toluene-5-sulfinic acid), [Na] (sodium). The solvent is O (water), CO (methanol). Reaction conditions: time 30 minute. Product: CN(C1=NC(=NC(=N1)OC)NCS(=O)(=O)C1=CC=C(C=C1)C)C (4-dimethylamino-6-methoxy-2-(4-tolylsulfonyl)methylamino-1,3,5-triazine). As a reaction SMILES: [NH2:1][C:2]1[N:7]=[C:6]([N:8]([CH3:10])[CH3:9])[N:5]=[C:4]([O:11][CH3:12])[N:3]=1.[C:13]1([CH3:22])[CH:18]=[C:17](S(O)=O)C=[CH:15][CH:14]=1.[Na].[CH3:24][S:25]([OH:28])(=O)=[O:26].[CH2:29]=O>CO.O>[CH3:10][N:8]([CH3:9])[C:6]1[N:5]=[C:4]([O:11][CH3:12])[N:3]=[C:2]([NH:1][CH2:29][S:25]([C:24]2[CH:17]=[CH:18][C:13]([CH3:22])=[CH:14][CH:15]=2)(=[O:28])=[O:26])[N:7]=1 |^1:22|. Procedure: 8.5 g (0.05 mole) of 2-amino-4-dimethylamino-6-methoxy-1,3,5-triazine and 9.1 g (0.05 mole) of toluene-5-sulfinic acid, sodium salt, are suspended in 100 ml of methanol and to the stirred suspension are added, in succession, 4.8 g (0.05 mole) of methanesulfonic acid and 4.7 g (0.055 mole) of aqueous 35% formaldehyde. The batch is then stirred for 30 minutes at room temperature and then for another 90 minutes under reflux. After cooling, the mixture is diluted with 1 liter of water and the crysta... Starting materials: CI, CCO, Cc1c[nH]c(=S)[nH]c1=O, [K+], [OH-]. Yields the product CSc1ncc(C)c(=O)[nH]1. As a reaction SMILES: [CH3:12][I:13].[CH3:14][CH2:15][OH:16].[CH3:3][c:4]1[c:5](=[O:11])[nH:6][c:7](=[S:10])[nH:8][cH:9]1.[K+:2].[OH-:1]>>[CH3:3][c:4]1[c:5](=[O:11])[nH:6][c:7]([S:10][CH3:12])[n:8][cH:9]1. Reactants: CC(=O)SCCC(=O)Cl, [Na+], [Na+], O=C([O-])[O-], O, O=C(O)C1CC(c2ccco2)=NN1. Yields the product CC(=O)SCCC(=O)N1N=C(c2ccco2)CC1C(=O)O. Reaction SMILES: [C:14]([CH3:15])(=[O:16])[S:17][CH2:18][CH2:19][C:20](=[O:21])[Cl:22].[Na+:24].[Na+:25].[O-:26][C:27](=[O:28])[O-:29].[OH2:23].[o:1]1[c:2]([C:6]2=[N:7][NH:8][CH:9]([C:11](=[O:12])[OH:13])[CH2:10]2)[cH:3][cH:4][cH:5]1>>[o:1]1[c:2]([C:6]2=[N:7][N:8]([C:20]([CH2:19][CH2:18][S:17][C:14]([CH3:15])=[O:16])=[O:21])[CH:9]([C:11](=[O:12])[OH:13])[CH2:10]2)[cH:3][cH:4][cH:5]1.